The task is: describe an organic reaction: reactants, conditions, products, and yield. This data is from the Open Reaction Database (ORD), a public repository of structured organic reaction records. Reaction SMILES: [B:38]([Br:39])([Br:40])[Br:41].[C:42](=[O:43])([OH:44])[O-:45].[CH:1]([CH3:2])([CH3:3])[N:4]([CH:5]([CH3:6])[CH3:7])[CH2:8][c:9]1[cH:10][cH:11][c:12]([C:13](=[O:14])[N:15]2[CH2:16][CH2:17][N:18]([S:21](=[O:22])(=[O:23])[c:24]3[cH:25][c:26]4[cH:27][c:28]([O:34][CH3:35])[cH:29][cH:30][c:31]4[cH:32][cH:33]3)[CH2:19][CH2:20]2)[cH:36][cH:37]1.[Cl:47][CH2:48][Cl:49].[Na+:46]>>[CH:1]([CH3:2])([CH3:3])[N:4]([CH:5]([CH3:6])[CH3:7])[CH2:8][c:9]1[cH:10][cH:11][c:12]([C:13](=[O:14])[N:15]2[CH2:16][CH2:17][N:18]([S:21](=[O:22])(=[O:23])[c:24]3[cH:25][c:26]4[cH:27][c:28]([OH:34])[cH:29][cH:30][c:31]4[cH:32][cH:33]3)[CH2:19][CH2:20]2)[cH:36][cH:37]1. Starting materials: BrB(Br)Br, O=C([O-])O, COc1ccc2ccc(S(=O)(=O)N3CCN(C(=O)c4ccc(CN(C(C)C)C(C)C)cc4)CC3)cc2c1, ClCCl, [Na+]. Yields the product CC(C)N(Cc1ccc(C(=O)N2CCN(S(=O)(=O)c3ccc4ccc(O)cc4c3)CC2)cc1)C(C)C. Starting materials: N(N)C1=NC(=NC(=C1)C1=CC=CC=C1)C (4-hydrazino-2-methyl-6-phenylpyrimidine), C1(=CC=C(C=C1)C(CC)=O)C (1-p-Tolyl-propan-1-one), white solid. Solvent: C(C)O (ethanol). The product is CC1=NC(=CC(=N1)NN=C(CC)C1=CC=C(C=C1)C)C1=CC=CC=C1 (N-(2-Methyl-6-phenyl-pyrimidin-4-yl)-N′-[1-p-tolyl-propylidene]-hydrazine). Reaction SMILES: [NH:1]([C:3]1[CH:8]=[C:7]([C:9]2[CH:14]=[CH:13][CH:12]=[CH:11][CH:10]=2)[N:6]=[C:5]([CH3:15])[N:4]=1)[NH2:2].[C:16]1([CH3:26])[CH:21]=[CH:20][C:19]([C:22](=O)[CH2:23][CH3:24])=[CH:18][CH:17]=1>C(O)C>[CH3:15][C:5]1[N:4]=[C:3]([NH:1][N:2]=[C:22]([C:19]2[CH:20]=[CH:21][C:16]([CH3:26])=[CH:17][CH:18]=2)[CH2:23][CH3:24])[CH:8]=[C:7]([C:9]2[CH:14]=[CH:13][CH:12]=[CH:11][CH:10]=2)[N:6]=1. Reported procedure: The title compound was prepared from 4-hydrazino-2-methyl-6-phenylpyrimidine (300 mg, 1.5 mmol) and 1-p-Tolyl-propan-1-one (174 μL, 1.05 mmol) in 3.0 mL of ethanol by a procedure similar to example 1, step 4 yielding 110 mg (22%) of a white solid. HPLC Purity: 96%. Starting materials: BrC(Br)(Br)Br, CCOC(C)=O, CN(C)C=O, O, COc1ccc2c(C3=C(c4cccc5ccn(C)c45)C(=O)NC3=O)cn(CCCO)c2c1, c1ccc(P(c2ccccc2)c2ccccc2)cc1. Yields the product COc1ccc2c(C3=C(c4cccc5ccn(C)c45)C(=O)NC3=O)cn(CCCBr)c2c1. RXN SMILES: [Br:57][C:58]([Br:59])([Br:60])[Br:61].[CH3:62][CH2:63][O:64][C:65]([CH3:66])=[O:67].[O:33]=[CH:34][N:35]([CH3:36])[CH3:37].[OH2:68].[OH:1][CH2:2][CH2:3][CH2:4][n:5]1[cH:6][c:7]([C:16]2=[C:20]([c:21]3[cH:22][cH:23][cH:24][c:25]4[cH:26][cH:27][n:28]([CH3:30])[c:29]34)[C:19](=[O:31])[NH:18][C:17]2=[O:32])[c:8]2[cH:9][cH:10][c:11]([O:14][CH3:15])[cH:12][c:13]12.[c:38]1([P:39]([c:40]2[cH:41][cH:42][cH:43][cH:44][cH:45]2)[c:46]2[cH:47][cH:48][cH:49][cH:50][cH:51]2)[cH:52][cH:53][cH:54][cH:55][cH:56]1>>[CH2:2]([CH2:3][CH2:4][n:5]1[cH:6][c:7]([C:16]2=[C:20]([c:21]3[cH:22][cH:23][cH:24][c:25]4[cH:26][cH:27][n:28]([CH3:30])[c:29]34)[C:19](=[O:31])[NH:18][C:17]2=[O:32])[c:8]2[cH:9][cH:10][c:11]([O:14][CH3:15])[cH:12][c:13]12)[Br:57]. Starting materials: C1=CC=CC=2C3=CC=CC=C3CC12 (fluorene), C(Cl)Cl (Methylene chloride), C(CCC)[Li] (n-butyllithium), C(C)OC(CBr)OCC (bromoacetaldehyde diethylacetal), 13C{1H}. Solvent: C(C)OCC (diethyl ether), hexanes, C(C)OCC (diethyl ether). Run at temperature 25 celsius, time 12 hour. Product: C(C)OC(CC1=CC=CC=2C3=CC=CC=C3CC12)OCC (Fluorenyl Acetaldehyde Diethylacetal). Reaction SMILES: C([Li])CCC.[CH:6]1[C:18]2[CH2:17][C:16]3[C:11](=[CH:12][CH:13]=[CH:14][CH:15]=3)[C:10]=2[CH:9]=[CH:8][CH:7]=1.[CH2:19]([O:21][CH:22]([O:25][CH2:26][CH3:27])[CH2:23]Br)[CH3:20].C(Cl)Cl>C(OCC)C>[CH2:19]([O:21][CH:22]([O:25][CH2:26][CH3:27])[CH2:23][C:6]1[C:18]2[CH2:17][C:16]3[C:11](=[CH:12][CH:13]=[CH:14][CH:15]=3)[C:10]=2[CH:9]=[CH:8][CH:7]=1)[CH3:20]. Procedure details: A solution of n-butyllithium (100.0 mL, 1.6 M, 0.161 mol) in hexanes was added dropwise to a cooled (0° C.) solution of fluorene (26.75 g, 0.161 mol) in 200 mL of diethyl ether. The reaction solution turned orange and was warmed to 25° C. for 30 minutes. The orange solution was added dropwise to a cooled (0° C.) solution of bromoacetaldehyde diethylacetal (25.0 mL, 0.161 mol) in 50 mL of diethyl ether. The reaction solution was stirred for 12 hours and the solvent then removed in vacuo leaving p...